This data is from the Open Reaction Database (ORD), a public repository of structured organic reaction records. The task is: describe an organic reaction: reactants, conditions, products, and yield Reactants: FC1=CC=C(C=C1)\C=C\[N+](=O)[O-] (1-fluoro-4-((E)-2-nitro-vinyl)-benzene), COCN(C[Si](C)(C)C)CC1=CC=CC=C1 (N-(methoxymethyl)-N-(phenylmethyl)-N-(trimethylsilyl)methylamine), FC(C(=O)O)(F)F (trifluoroacetic acid). Solvent: C(Cl)Cl (CH2Cl2), C(Cl)Cl (CH2Cl2). Reaction conditions: temperature 25 celsius, time 30 minute. The product is C(C1=CC=CC=C1)N1CC(C(C1)[N+](=O)[O-])C1=CC=C(C=C1)F (rac-(3R,4S)-1-Benzyl-3-(4-fluoro-phenyl)-4-nitro-pyrrolidine). The yield is 71.8%. Reaction SMILES: CO[CH2:3][N:4]([CH2:10][C:11]1[CH:16]=[CH:15][CH:14]=[CH:13][CH:12]=1)[CH2:5][Si](C)(C)C.[F:17][C:18]1[CH:23]=[CH:22][C:21](/[CH:24]=[CH:25]/[N+:26]([O-:28])=[O:27])=[CH:20][CH:19]=1.FC(F)(F)C(O)=O>C(Cl)Cl>[CH2:10]([N:4]1[CH2:5][CH:25]([N+:26]([O-:28])=[O:27])[CH:24]([C:21]2[CH:22]=[CH:23][C:18]([F:17])=[CH:19][CH:20]=2)[CH2:3]1)[C:11]1[CH:16]=[CH:15][CH:14]=[CH:13][CH:12]=1. Reported procedure: A solution of N-(methoxymethyl)-N-(phenylmethyl)-N-(trimethylsilyl)methylamine (8.00 g, 33.6 mmol) in CH2Cl2 (140 ml) was added drop wise, over a 30 minutes period, to a stirred solution of 1-fluoro-4-((E)-2-nitro-vinyl)-benzene (5.12 g, 30.6 mmol) and trifluoroacetic acid (0.23 ml, 3.1 mmol) in CH2Cl2 (200 ml) at 0° C. The ice bath was removed, and the solution was stirred at 25° C. for an additional 48 h. It was then concentrated and purification by flash chromatography (SiO2, EtOAc/H 1:4) aff... Reactants: OC=1C=C2C(=CN(C2=CC1)CCCCC)C(=O)C1=CC=CC2=CC=CC=C12 (5-hydroxy-3-(1-naphthoyl)-N-pentyl-1H-indole), BrCC(=O)OC(C)(C)C (tert-butyl bromoacetate), [H-].[Na+] (sodium hydride). The solvent is CN(C)C=O (DMF), CN(C)C=O (DMF), CN(C)C=O (DMF). Conditions: temperature 60 celsius, time 1 hour. The product is C(C)(C)(C)OC(=O)COC=1C=C2C(=CN(C2=CC1)CCCCC)C(=O)C1=CC=CC2=CC=CC=C12 (5-(tert-butoxycarbonylmethoxy)-3-(1-naphthoyl)-N-pentyl-1H-indole). The yield is 185.5%. RXN SMILES: [H-].[Na+].[OH:3][C:4]1[CH:5]=[C:6]2[C:10](=[CH:11][CH:12]=1)[N:9]([CH2:13][CH2:14][CH2:15][CH2:16][CH3:17])[CH:8]=[C:7]2[C:18]([C:20]1[C:29]2[C:24](=[CH:25][CH:26]=[CH:27][CH:28]=2)[CH:23]=[CH:22][CH:21]=1)=[O:19].Br[CH2:31][C:32]([O:34][C:35]([CH3:38])([CH3:37])[CH3:36])=[O:33]>CN(C=O)C>[C:35]([O:34][C:32]([CH2:31][O:3][C:4]1[CH:5]=[C:6]2[C:10](=[CH:11][CH:12]=1)[N:9]([CH2:13][CH2:14][CH2:15][CH2:16][CH3:17])[CH:8]=[C:7]2[C:18]([C:20]1[C:29]2[C:24](=[CH:25][CH:26]=[CH:27][CH:28]=2)[CH:23]=[CH:22][CH:21]=1)=[O:19])=[O:33])([CH3:38])([CH3:37])[CH3:36] |f:0.1|. Procedure: To a suspension of sodium hydride (452 mg, 13 4 mmol, 60% in mineral oil) in DMF (25 ml) under nitrogen was added dropwise a solution of 6 (3.7 g, 10.35 mmol) in DMF (50 ml) and the mixture was stirred at 60° C. for 1 h. The solution was then cooled to room temperature and to this mixture was added a solution of tert-butyl bromoacetate (2.62 g, 13 4 mmol) in DMF (25 ml). The mixture was stirred at 60° C. for 3 h. The DMF was removed under high vacuum and the crude product was suspended in water ... The reactants are ICC (iodoethane), C([O-])([O-])=O.[K+].[K+] (potassium carbonate), IC1=C(C=NC(=C1)OC)O (4-iodo-6-methoxypyridin-3-ol). Run in CC(=O)C (acetone). Run at temperature 80 celsius, time 8 hour. Yields the product C(C)OC=1C(=CC(=NC1)OC)I (5-Ethoxy-4-iodo-2-methoxypyridine). RXN SMILES: I[CH2:2][CH3:3].C(=O)([O-])[O-].[K+].[K+].[I:10][C:11]1[CH:16]=[C:15]([O:17][CH3:18])[N:14]=[CH:13][C:12]=1[OH:19]>CC(C)=O>[CH2:2]([O:19][C:12]1[C:11]([I:10])=[CH:16][C:15]([O:17][CH3:18])=[N:14][CH:13]=1)[CH3:3] |f:1.2.3|. Procedure: At 0° C., 304 mg (1.95 mmol, 1.3 eq.) of iodoethane and 415 mg (3.0 mmol, 2.0 eq.) of potassium carbonate were added to a solution of 405 mg (1.5 mmol) of 4-iodo-6-methoxypyridin-3-ol in 10 ml of acetone and the mixture was stirred at 80° C. overnight and concentrated under reduced pressure. The residue was triturated with water, filtered and dried under reduced pressure. Yield: 322 mg (purity 93%, 72% of theory) The reactants are CC(C)(C)C(=O)Cl, Nc1ccccc1, c1ccccc1. Reaction SMILES: [CH3:8][C:9]([C:10](=[O:11])[Cl:12])([CH3:13])[CH3:14].[NH2:1][c:2]1[cH:3][cH:4][cH:5][cH:6][cH:7]1.[cH:15]1[cH:16][cH:17][cH:18][cH:19][cH:20]1>>[NH:1]([c:2]1[cH:3][cH:4][cH:5][cH:6][cH:7]1)[C:10]([C:9]([CH3:8])([CH3:13])[CH3:14])=[O:11]. The product is CC(C)(C)C(=O)Nc1ccccc1. Starting materials: CCCC[Sn](Cl)(CCCC)CCCC, C1CCOC1, CC(C)[Mg+], [Cl-], [Cl-], [Cl-], Fc1ccc(-c2cc(C(F)(F)F)nc(-n3cnc(I)c3)n2)cc1, [Li+], [NH4+]. The product is CCCC[Sn](CCCC)(CCCC)c1cn(-c2nc(-c3ccc(F)cc3)cc(C(F)(F)F)n2)cn1. RXN SMILES: [CH2:31]([CH2:32][CH2:33][CH3:34])[Sn:35]([CH2:36][CH2:37][CH2:38][CH3:39])([CH2:40][CH2:41][CH2:42][CH3:43])[Cl:44].[CH2:47]1[O:48][CH2:49][CH2:50][CH2:51]1.[CH:27]([Mg+:28])([CH3:29])[CH3:30].[Cl-:24].[Cl-:26].[Cl-:45].[F:1][c:2]1[cH:3][cH:4][c:5](-[c:8]2[n:9][c:10](-[n:18]3[cH:19][n:20][c:21]([I:23])[cH:22]3)[n:11][c:12]([C:14]([F:15])([F:16])[F:17])[cH:13]2)[cH:6][cH:7]1.[Li+:25].[NH4+:46]>>[F:1][c:2]1[cH:3][cH:4][c:5](-[c:8]2[n:9][c:10](-[n:18]3[cH:19][n:20][c:21]([Sn:35]([CH2:31][CH2:32][CH2:33][CH3:34])([CH2:36][CH2:37][CH2:38][CH3:39])[CH2:40][CH2:41][CH2:42][CH3:43])[cH:22]3)[n:11][c:12]([C:14]([F:15])([F:16])[F:17])[cH:13]2)[cH:6][cH:7]1. The reactants are ClC1=CC=CC2=C1C(N(CC=1N2C=NC1C(=O)N1C=NC=C1)C)=O (1-[[7-chloro-5,6-dihydro-5-methyl-6-oxo-4H-imidazo[1,5-a][1,4]benzodiazepin-3-yl]carbonyl]imidazole), C1(CC1)C(N)=NO (cyclopropanecarboxamidoxime). Solvent: CN(C=O)C (N,N-dimethylformamide). Yields the product ClC1=CC=CC2=C1C(N(CC=1N2C=NC1C1=NC(=NO1)C1CC1)C)=O (7-chloro-3-(3-cyclopropyl-1,2,4-oxadiazol-5-yl)-5,6-dihydro-5-methyl-4H-imidazo[1,5-a][1,4]benzodiazepin-6-one). Reaction SMILES: [Cl:1][C:2]1[C:7]2[C:8](=[O:24])[N:9]([CH3:23])[CH2:10][C:11]3[N:12]([CH:13]=[N:14][C:15]=3[C:16]([N:18]3C=C[N:20]=[CH:19]3)=[O:17])[C:6]=2[CH:5]=[CH:4][CH:3]=1.[CH:25]1(C(=NO)N)[CH2:27][CH2:26]1>CN(C)C=O>[Cl:1][C:2]1[C:7]2[C:8](=[O:24])[N:9]([CH3:23])[CH2:10][C:11]3[N:12]([CH:13]=[N:14][C:15]=3[C:16]3[O:17][N:20]=[C:19]([CH:25]4[CH2:27][CH2:26]4)[N:18]=3)[C:6]=2[CH:5]=[CH:4][CH:3]=1. Procedure details: 15 g (43.8 mmol) of 1-[[7-chloro-5,6-dihydro-5-methyl-6-oxo-4H-imidazo[1,5-a][1,4]benzodiazepin-3-yl]carbonyl]imidazole, 6.60 g (65.8 mmol) of cyclopropanecarboxamidoxime and 100 ml of N,N-dimethylformamide are stirred at 70° for 1.5 hours, whereupon the mixture is evaporated to dryness, 100 ml of glacial acetic acid are added to the residue and the solution is heated to 120° for 1.5 hours. The solution is then evaporated and the residue is partitioned between methylene chloride and saturated so...